From a dataset of the Open Reaction Database (ORD), a public repository of structured organic reaction records. describe an organic reaction: reactants, conditions, products, and yield The reactants are FC1=CC=C2CC3=C(NC=4C=C(C=CC34)OC)C2=C1 (3-fluoro-7-methoxy-5,10-dihydroindeno[1,2-b]indole), [OH-].[Na+] (sodium hydroxide), IC (iodomethane). Reagents/catalysts: [I-].C(CCC)[N+](CCCC)(CCCC)CCCC (tetrabutylammonium iodide). Solvent: C1=CC=CC=C1 (benzene), O (H2O), C1=CC=CC=C1 (benzene). Reaction conditions: temperature 40 celsius, time 17 hour. The product is FC1=CC=C2CC3=C(N(C=4C=C(C=CC34)OC)C)C2=C1 (3-fluoro-7-methoxy-5-methyl-5,10-dihydroindeno[1,2-b]indole), FC1=CC=C2CC3=C(NC=4C=C(C=CC34)OC)C2=C1 (3-fluoro-7-methoxy-5,10-dihydroindeno[1,2-b]indole). Reaction SMILES: [F:1][C:2]1[CH:19]=[C:18]2[C:5]([CH2:6][C:7]3[C:15]4[CH:14]=[CH:13][C:12]([O:16][CH3:17])=[CH:11][C:10]=4[NH:9][C:8]=32)=[CH:4][CH:3]=1.[OH-].[Na+].I[CH3:23]>C1C=CC=CC=1.[I-].C([N+](CCCC)(CCCC)CCCC)CCC.O>[F:1][C:2]1[CH:19]=[C:18]2[C:5]([CH2:6][C:7]3[C:15]4[CH:14]=[CH:13][C:12]([O:16][CH3:17])=[CH:11][C:10]=4[N:9]([CH3:23])[C:8]=32)=[CH:4][CH:3]=1.[F:1][C:2]1[CH:19]=[C:18]2[C:5]([CH2:6][C:7]3[C:15]4[CH:14]=[CH:13][C:12]([O:16][CH3:17])=[CH:11][C:10]=4[NH:9][C:8]=32)=[CH:4][CH:3]=1 |f:1.2,5.6|. Reported procedure: To a solution of 55 (as a 3:1 mixture of regioisomers, 1.26 g, 4.98 mmol) in benzene (25 mL) was added aqueous sodium hydroxide (50% by mass, 3 mL), tetrabutylammonium iodide (152.1 mg, 0.41 mmol), and iodomethane (2.48 mL, 39.8 mmol). The reaction mixture was stirred vigorously at 40° C. for 17 hours and then cooled to room temperature over 3.5 hours. The mixture was diluted with benzene (20 mL) and H2O (20 mL), and the aqueous layer was extracted 2×20 mL ethyl acetate. Organic layers were comb... The reactants are BrC1=CC=C(C=C1)C(CC(=O)O)C1=C(C=C(C=C1)F)C (3-(4-bromophenyl)-3-(4-fluoro-2-methylphenyl)-propanoic acid), Cl.CNOC (N,O-dimethylhydroxylamine hydrochloride). The product is BrC1=CC=C(C=C1)C(CC(=O)N(C)OC)C1=C(C=C(C=C1)F)C (3-(4-Bromophenyl)-3-(4-fluoro-2-methylphenyl)-N-methoxy-N-methylpropanamide). Reaction SMILES: [Br:1][C:2]1[CH:7]=[CH:6][C:5]([CH:8]([C:13]2[CH:18]=[CH:17][C:16]([F:19])=[CH:15][C:14]=2[CH3:20])[CH2:9][C:10](O)=[O:11])=[CH:4][CH:3]=1.Cl.[CH3:22][NH:23][O:24][CH3:25]>>[Br:1][C:2]1[CH:7]=[CH:6][C:5]([CH:8]([C:13]2[CH:18]=[CH:17][C:16]([F:19])=[CH:15][C:14]=2[CH3:20])[CH2:9][C:10]([N:23]([O:24][CH3:25])[CH3:22])=[O:11])=[CH:4][CH:3]=1 |f:1.2|. Reported procedure: In analogy to example 74, step 4, from 3-(4-bromophenyl)-3-(4-fluoro-2-methylphenyl)-propanoic acid and N,O-dimethylhydroxylamine hydrochloride was prepared the title compound as a colorless oil, MS (ESI+): m/z=382.06 [M+H]+. Reactants: [OH-].[Na+] (NaOH), C(=O)(O)[O-].[Na+] (NaHCO3), C12(CC3CC(CC(C1)C3)C2)C=2C=C(C=CC2OCC2=CC=CC=C2)C2=NC=C(C=N2)[N+](=O)[O-] (2-[3-(1-adamantyl)-4-benzyloxyphenyl]-5-nitropyrimidine), O.O.Cl[Sn]Cl (SnCl2.2H2O). Solvent: CCO (EtOH), O (H2O). Conditions: time 40 minute. The product is NC=1C=NC(=NC1)C1=CC(=C(C=C1)OCC1=CC=CC=C1)C12CC3CC(CC(C1)C3)C2 (5-amino-2-[3′-(1-adamantyl)-4′-benzyloxyphenyl]pyrimidine). Isolated yield 34.8%. As a reaction SMILES: [C:1]12([C:11]3[CH:12]=[C:13]([C:25]4[N:30]=[CH:29][C:28]([N+:31]([O-])=O)=[CH:27][N:26]=4)[CH:14]=[CH:15][C:16]=3[O:17][CH2:18][C:19]3[CH:24]=[CH:23][CH:22]=[CH:21][CH:20]=3)[CH2:10][CH:5]3[CH2:6][CH:7]([CH2:9][CH:3]([CH2:4]3)[CH2:2]1)[CH2:8]2.O.O.Cl[Sn]Cl.[OH-].[Na+].C([O-])(O)=O.[Na+]>CCO.O>[NH2:31][C:28]1[CH:27]=[N:26][C:25]([C:13]2[CH:14]=[CH:15][C:16]([O:17][CH2:18][C:19]3[CH:24]=[CH:23][CH:22]=[CH:21][CH:20]=3)=[C:11]([C:1]34[CH2:2][CH:3]5[CH2:9][CH:7]([CH2:6][CH:5]([CH2:4]5)[CH2:10]3)[CH2:8]4)[CH:12]=2)=[N:30][CH:29]=1 |f:1.2.3,4.5,6.7|. Procedure: A solution of 2-[3-(1-adamantyl)-4-benzyloxyphenyl]-5-nitropyrimidine (163 mg, 0.37 mmol) and SnCl2.2H2O (418 mg, 1.85 mmol) in anhydrous EtOH (1.7 mL) was heated at 90° C. (oil-bath) for 3.3 h, cooled to room temperature and diluted with H2O (2 mL). After adjustment of the pH to 7-8 by addition of 2 N NaOH (1.6 mL) and 5% NaHCO3 (3 mL), the resulting mixture was stirred for 40 min and extracted with EtOAc (3×30 mL). The extract was washed (brine) and dried. After solvent removal at reduced pres...